This data is from the Open Reaction Database (ORD), a public repository of structured organic reaction records. The task is: describe an organic reaction: reactants, conditions, products, and yield Starting materials: CC1=C(C=CC=C1)C(C[SiH](Cl)Cl)C (3-(methylphenyl)-1,1-dichloro-1-silabutane), 1, 5-hexadiene. Reagents/catalysts: [H+].[H+].Cl[Pt-2](Cl)(Cl)(Cl)(Cl)Cl (chloroplatinic acid). Solvent: C(C)(C)O (isopropanol). Yields the product CC1=C(C=CC=C1)C(C[Si](Cl)(Cl)C(CCCCC)[Si](CC(C)C1=C(C=CC=C1)C)(Cl)Cl)C (bis[{2-(methylphenyl)propyl}dichlorosilyl]hexane). The yield is 93.4%. RXN SMILES: [CH3:1][C:2]1[CH:7]=[CH:6][CH:5]=[CH:4][C:3]=1[CH:8]([CH3:13])[CH2:9][SiH:10]([Cl:12])[Cl:11]>C(O)(C)C.[H+].[H+].Cl[Pt-2](Cl)(Cl)(Cl)(Cl)Cl>[CH3:1][C:2]1[CH:7]=[CH:6][CH:5]=[CH:4][C:3]=1[CH:8]([CH3:13])[CH2:9][Si:10]([CH:6]([Si:10]([Cl:12])([Cl:11])[CH2:9][CH:8]([C:3]1[CH:4]=[CH:5][CH:6]=[CH:7][C:2]=1[CH3:1])[CH3:13])[CH2:7][CH2:2][CH2:3][CH2:4][CH3:5])([Cl:12])[Cl:11] |f:2.3.4|. Procedure: In the same apparatus and procedures as EXAMPLE 1, 20.8 g (0.089 mole) 3-(methylphenyl)-1,1-dichloro-1-silabutane and 90 μl of 1% chloroplatinic acid solution in isopropanol were placed and then 3.0 g (0.036 mole) of 1, 5-hexadiene was added dropwise for 3 min. The solution was reacted for 13 hours at reflux under the dry nitrogen atmosphere. Vacuum distillation gave 15.2 g (189°-191° C./0.03 mmHg) of bis[{2-(methylphenyl)propyl}dichlorosilyl]hexane in 77.2% yield. Starting materials: NC1=C(CNCC2=C(C=CC=C2)OC)C=CC=C1 ((2-aminobenzyl)(2-methoxybenzyl)amine), C(=S)=S (CS2). The solvent is C(C)O (ethanol). Yields the product COC1=C(CN2C(NC3=CC=CC=C3C2)=S)C=CC=C1 (3-(2-Methoxybenzyl)-3,4-dihydroquinazolin-2(1H)-thione). RXN SMILES: [NH2:1][C:2]1[CH:18]=[CH:17][CH:16]=[CH:15][C:3]=1[CH2:4][NH:5][CH2:6][C:7]1[CH:12]=[CH:11][CH:10]=[CH:9][C:8]=1[O:13][CH3:14].[C:19](=S)=[S:20]>C(O)C>[CH3:14][O:13][C:8]1[CH:9]=[CH:10][CH:11]=[CH:12][C:7]=1[CH2:6][N:5]1[CH2:4][C:3]2[C:2](=[CH:18][CH:17]=[CH:16][CH:15]=2)[NH:1][C:19]1=[S:20]. Procedure: 4.0 g (16.51 mmol) (2-aminobenzyl)(2-methoxybenzyl)amine in 100 mL ethanol was mixed with 40 mL CS2 and heated at reflux for 8 hours, forming a yellow precipitate. The mixture was evaluated and the resulting solids were recrystallized in ethanol; 4.24 g white solids.